Dataset: the Open Reaction Database (ORD), a public repository of structured organic reaction records. Task: describe an organic reaction: reactants, conditions, products, and yield The reactants are FC1=NC=C(C=C1CCO)I (2-(2-fluoro-5-iodopyridin-3-yl)ethanol), CC=1C=C(SC1)B(O)O (4-methylthiophen-2-ylboronic acid), C([O-])([O-])=O.[K+].[K+] (potassium carbonate). The reagents and catalysts are [Pd] (palladium). Solvent: O1CCOCC1 (dioxane). Run at time 20 minute. Yields the product FC1=NC=C(C=C1CCO)C=1SC=C(C1)C (2-(2-Fluoro-5-(4-methylthiophen-2-yl)pyridin-3-yl)ethanol). Yield: 91.3%. As a reaction SMILES: [F:1][C:2]1[C:7]([CH2:8][CH2:9][OH:10])=[CH:6][C:5](I)=[CH:4][N:3]=1.[CH3:12][C:13]1[CH:14]=[C:15](B(O)O)[S:16][CH:17]=1.C(=O)([O-])[O-].[K+].[K+]>[Pd].O1CCOCC1>[F:1][C:2]1[C:7]([CH2:8][CH2:9][OH:10])=[CH:6][C:5]([C:15]2[S:16][CH:17]=[C:13]([CH3:12])[CH:14]=2)=[CH:4][N:3]=1 |f:2.3.4|. Procedure: To a microwave tube was added 2-(2-fluoro-5-iodopyridin-3-yl)ethanol (0.09 g, 0.3 mmol), 4-methylthiophen-2-ylboronic acid (0.2 g, 1 mmol), palladium fibrecatalyst (0.010 mg, 10% wt), potassium carbonate (2 M, 0.3 mL, 0.7 mmol), and dioxane (3 mL). The vial was sealed and placed into CEM microwave for 20 min. at 150° C., with 80 Watts of power via Powermax. The reaction mixture was partitioned between water/CH2Cl2. The aqueous layer was extracted with CH2Cl2 and the combined organic layers were ... The reactants are ClC=1C=C(C(=O)O)C=CN1 (2-chloroisonicotinic acid), Cl.CNOC (N,O-dimethyl-hydroxylamine HCl), CN1CCOCC1 (4-methylmorpholine), CCN=C=NCCCN(C)C.Cl (EDCI HCl). The reagents and catalysts are CN(C)C=1C=CN=CC1 (DMAP). Run in ClCCl (dichloromethane), O (water). Conditions: temperature 0 celsius, time 17 hour. The product is ClC=1C=C(C(=O)N(C)OC)C=CN1 (2-Chloro-N-methoxy-N-methyl-isonicotinamide). Isolated yield 97.7%. As a reaction SMILES: [Cl:1][C:2]1[CH:3]=[C:4]([CH:8]=[CH:9][N:10]=1)[C:5](O)=[O:6].Cl.[CH3:12][NH:13][O:14][CH3:15].CN1CCOCC1.CCN=C=NCCCN(C)C.Cl>CN(C1C=CN=CC=1)C.ClCCl.O>[Cl:1][C:2]1[CH:3]=[C:4]([CH:8]=[CH:9][N:10]=1)[C:5]([N:13]([O:14][CH3:15])[CH3:12])=[O:6] |f:1.2,4.5|. Procedure details: To a suspension of 2-chloroisonicotinic acid (20 g, 0.127 mol), N,O-dimethyl-hydroxylamine HCl (19.8 g, 0.203 mol), 4-methylmorpholine (20.5 g, 0.203 mol) and DMAP (1.55 g, 0.013 mol) in dichloromethane (300 ml) at 0° C. was added EDCI HCl (29.2 g, 0.152 mol). The mixture was stirred at 0° C. for 10 min and at room temperature for 17 h. The mixture was poured into water/1M aqueous HCl and extracted with dichloromethane. The combined organic phases were washed with water, saturated aqueous NaHCO3... Starting materials: ClC1=C(C(=NC2=CC(=CC(=C12)F)F)C1=C(C=CC(=C1)C)SC)C (4-chloro-5,7-difluoro-3-methyl-2-(5-methyl-2-(methylthio)phenyl)quinoline), C1CCOC1 (THF), OOS(=O)[O-].[K+] (Oxone). The solvent is O (water), O (water). Conditions: time 8 hour. Yields the product ClC1=C(C(=NC2=CC(=CC(=C12)F)F)C1=C(C=CC(=C1)C)S(=O)(=O)C)C (4-chloro-5,7-difluoro-3-methyl-2-(5-methyl-2-(methylsulfonyl)phenyl)-quinoline). Reaction SMILES: [Cl:1][C:2]1[C:11]2[C:6](=[CH:7][C:8]([F:13])=[CH:9][C:10]=2[F:12])[N:5]=[C:4]([C:14]2[CH:19]=[C:18]([CH3:20])[CH:17]=[CH:16][C:15]=2SC)[C:3]=1[CH3:23].O[O:25][S:26]([O-:28])=O.[K+].[CH2:30]1COCC1>O>[Cl:1][C:2]1[C:11]2[C:6](=[CH:7][C:8]([F:13])=[CH:9][C:10]=2[F:12])[N:5]=[C:4]([C:14]2[CH:19]=[C:18]([CH3:20])[CH:17]=[CH:16][C:15]=2[S:26]([CH3:30])(=[O:28])=[O:25])[C:3]=1[CH3:23] |f:1.2|. Reported procedure: The 4-chloro-5,7-difluoro-3-methyl-2-(5-methyl-2-(methylthio)phenyl)quinoline (160 mg, 0.46 mmol) was slurried in a mixture of THF (3.4 mL) and water (1.1 mL). Oxone™ (700 mg, 1.1 mmol) was added and the mixture was stirred vigorously overnight. The reaction mixture was then poured into water (25 mL) and stirred for 10 min. The mixture was then filtered and washed with water. The ppt. was dissolved in EtOAc (50 mL) and dried over magnesium sulfate. The filtrate was cond to give crude 4-chloro-5,...